Dataset: the Open Reaction Database (ORD), a public repository of structured organic reaction records. Task: describe an organic reaction: reactants, conditions, products, and yield The reactants are [Al+3], C1CCOC1, CCNc1nc(SC)nc(C)c1C(=O)OCC, [H-], [H-], [H-], [H-], [Li+]. Product: CCNc1nc(SC)nc(C)c1CO. RXN SMILES: [Al+3:2].[CH2:24]1[O:25][CH2:26][CH2:27][CH2:28]1.[CH2:7]([CH3:8])[NH:9][c:10]1[n:11][c:12]([S:22][CH3:23])[n:13][c:14]([CH3:21])[c:15]1[C:16](=[O:17])[O:18][CH2:19][CH3:20].[H-:1].[H-:4].[H-:5].[H-:6].[Li+:3]>>[CH2:7]([CH3:8])[NH:9][c:10]1[n:11][c:12]([S:22][CH3:23])[n:13][c:14]([CH3:21])[c:15]1[CH2:16][OH:17]. The reactants are CCN(C(C)C)C(C)C, C1CCOC1, CCc1ccc(CC(N)C(=O)OC)cc1CC, O=C1Nc2ccccc2CCN1C1CCNCC1. Yields the product CCc1ccc(CC(NC(=O)N2CCC(N3CCc4ccccc4NC3=O)CC2)C(=O)OC)cc1CC. RXN SMILES: [CH2:18]([N:19]([CH:20]([CH3:21])[CH3:22])[CH:23]([CH3:24])[CH3:25])[CH3:26].[CH2:45]1[CH2:47][CH2:46][CH2:48][O:49]1.[NH2:1][CH:2]([C:3](=[O:4])[O:5][CH3:6])[CH2:7][c:8]1[cH:9][c:10]([CH2:16][CH3:17])[c:11]([CH2:14][CH3:15])[cH:12][cH:13]1.[NH:27]1[CH2:28][CH2:29][CH:30]([N:33]2[C:34](=[O:44])[NH:35][c:36]3[c:37]([cH:40][cH:41][cH:42][cH:43]3)[CH2:38][CH2:39]2)[CH2:31][CH2:32]1>>[NH:1]([CH:2]([C:3](=[O:4])[O:5][CH3:6])[CH2:7][c:8]1[cH:9][c:10]([CH2:16][CH3:17])[c:11]([CH2:14][CH3:15])[cH:12][cH:13]1)[C:48]([N:27]1[CH2:28][CH2:29][CH:30]([N:33]2[C:34](=[O:44])[NH:35][c:36]3[c:37]([cH:40][cH:41][cH:42][cH:43]3)[CH2:38][CH2:39]2)[CH2:31][CH2:32]1)=[O:49]. The reactants are C(C1=CC=CC=C1)N1C(SC(C1=O)=C1SC=C(N1C)C1=CC=CC=C1)=S (3′-benzyl-3-methyl-4-phenyl-2′-thioxo-2′,3′-dihydro-3H-[2,5′]bithiazolyliden-4′-one), C1(=CC=C(C=C1)S(=O)(=O)OC)C (methyl p-toluenesulfonate). Yields the product C1(=CC=C(C=C1)S(=O)(=O)[O-])C.C(C1=CC=CC=C1)[N+]1=C(SC(C1=O)=C1SC=C(N1C)C1=CC=CC=C1)SC (3′-benzyl-3-methyl-2′-methylthio-4′-oxo-4-phenyl-3H,4′H-[2,5′]bithiazol-yliden-3′-ium p-toluenesulfonate). As a reaction SMILES: [CH2:1]([N:8]1[C:12](=[O:13])[C:11](=[C:14]2[N:18]([CH3:19])[C:17]([C:20]3[CH:25]=[CH:24][CH:23]=[CH:22][CH:21]=3)=[CH:16][S:15]2)[S:10][C:9]1=[S:26])[C:2]1[CH:7]=[CH:6][CH:5]=[CH:4][CH:3]=1.[C:27]1([CH3:38])[CH:32]=[CH:31][C:30]([S:33]([O:36]C)(=[O:35])=[O:34])=[CH:29][CH:28]=1>>[C:27]1([CH3:38])[CH:28]=[CH:29][C:30]([S:33]([O-:36])(=[O:34])=[O:35])=[CH:31][CH:32]=1.[CH2:1]([N+:8]1[C:12](=[O:13])[C:11](=[C:14]2[N:18]([CH3:19])[C:17]([C:20]3[CH:21]=[CH:22][CH:23]=[CH:24][CH:25]=3)=[CH:16][S:15]2)[S:10][C:9]=1[S:26][CH3:27])[C:2]1[CH:7]=[CH:6][CH:5]=[CH:4][CH:3]=1 |f:2.3|. Procedure details: The title compound was prepared from 3′-benzyl-3-methyl-4-phenyl-2′-thioxo-2′,3′-dihydro-3H-[2,5′]bithiazolyliden-4′-one and methyl p-toluenesulfonate in a manner similar to that described in Example 1. 1H-NMR (CDCl3): δ 7.72 (2H, d), 7.49–7.56 (3H, m), 7.42–7.47 (2H, m), 7.36–7.41 (5H, m), 7.05 (2H, d), 6.99 (1H, s), 5.29 (2H, s), 4.26 (3H, s), 3.14 (3H, s), 2.29 (3H, s). The reactants are 3g, FC=1C(=C(OCCO)C=CC1)[N+](=O)[O-] (2-[3-fluoro-2-nitrophenoxy]ethanol), alcohol, CI (methyliodide), [OH-].[Na+] (sodium hydroxide), phase, 5g, FC=1C(=C(C=CC1)O)[N+](=O)[O-] (3-fluoro-2-nitrophenol). Reagents/catalysts: [Cl-].C(C)[N+](CC1=CC=CC=C1)(CC)CC (triethylbenzylammonium chloride). Run in O (water). Run at time 2 hour. The product is COCCOC1=C(C(=CC=C1)F)[N+](=O)[O-] (3-fluoro-2-nitrophenyl (2-methoxyethyl) ether). The yield is 53.0%. RXN SMILES: [F:1][C:2]1[C:3]([N+:12]([O-:14])=[O:13])=[C:4]([CH:9]=[CH:10][CH:11]=1)[O:5][CH2:6][CH2:7][OH:8].F[C:16]1C([N+]([O-])=O)=C(O)C=CC=1.CI.[OH-].[Na+]>[Cl-].C([N+](CC)(CC)CC1C=CC=CC=1)C.O>[CH3:16][O:8][CH2:7][CH2:6][O:5][C:4]1[CH:9]=[CH:10][CH:11]=[C:2]([F:1])[C:3]=1[N+:12]([O-:14])=[O:13] |f:3.4,5.6|. Reported procedure: In analogous manner to that described in Preparation Example 1 Variant A a), 3g of 2-[3-fluoro-2-nitrophenoxy]ethanol were prepared from 5g of 3-fluoro-2-nitrophenol. 1.4g of the alcohol were then reacted with 7ml methyliodide with the addition of 14ml of 50% sodium hydroxide and 0.1g of the phase transfer catalyst, triethylbenzylammonium chloride. The mixture was stirred at room temperature for 2 hours. 20ml of water was then added and the product extracted into 50ml diethyl ether and the ether...